From a dataset of the Open Reaction Database (ORD), a public repository of structured organic reaction records. describe an organic reaction: reactants, conditions, products, and yield Reactants: O=C([O-])[O-], CCO, Clc1cc(Cl)nc(Cl)n1, Nc1ccc(Cl)c(Cl)c1, [Na+], [Na+], O. The product is Clc1cc(Nc2ccc(Cl)c(Cl)c2)nc(Cl)n1. Reaction SMILES: [C:19](=[O:20])([O-:21])[O-:22].[CH3:25][CH2:26][OH:27].[Cl:10][c:11]1[n:12][c:13]([Cl:18])[cH:14][c:15]([Cl:17])[n:16]1.[NH2:1][c:2]1[cH:3][cH:4][c:5]([Cl:6])[c:7]([Cl:8])[cH:9]1.[Na+:23].[Na+:24].[OH2:28]>>[NH:1]([c:2]1[cH:3][cH:4][c:5]([Cl:6])[c:7]([Cl:8])[cH:9]1)[c:15]1[cH:14][c:13]([Cl:18])[n:12][c:11]([Cl:10])[n:16]1. Reactants: SC1=C(C(=O)O)C=CC(=C1)C(=O)O (2-mercaptoterephthalic acid), C(#N)C1=NC=CC=C1 (2-cyanopyridine). Run in N1=CC=CC=C1 (pyridine). The product is O=C1N=C(SC2=C1C=CC(=C2)C(=O)O)C2=NC=CC=C2 (4-Oxo-2-(2-pyridyl)-4H-1,3-benzothiazine-7-carboxylic acid). Yield: 42.9%. RXN SMILES: [SH:1][C:2]1[CH:10]=[C:9]([C:11]([OH:13])=[O:12])[CH:8]=[CH:7][C:3]=1[C:4]([OH:6])=O.[C:14]([C:16]1[CH:21]=[CH:20][CH:19]=[CH:18][N:17]=1)#[N:15]>N1C=CC=CC=1>[O:6]=[C:4]1[C:3]2[CH:7]=[CH:8][C:9]([C:11]([OH:13])=[O:12])=[CH:10][C:2]=2[S:1][C:14]([C:16]2[CH:21]=[CH:20][CH:19]=[CH:18][N:17]=2)=[N:15]1. Procedure: A mixture of 2-mercaptoterephthalic acid (2.0 g, 10 mmol), 2-cyanopyridine (1.3 g, 11 mmol) and pyridine (10 ml) was refluxed for 8 hrs. After cooling, the precipitated crystals were collected by filtration and recrystallized from methanol-diisopropylether to give the titled compound (1.22 g, 42%). The product is N1=CN=C(C2=CC=CC=C12)OCCC1=CC=C(C=C1)CCCCO (4-{4-[2-(Quinazolin-4-yloxy)ethyl]phenyl}butan-1-ol). Reagents/catalysts: [O-2].[Mn+4].[O-2] (manganese(IV) oxide). Reaction conditions: time 15 minute. RXN SMILES: [H-].[Al+3].[Li+].[H-].[H-].[H-].C[O:8][C:9](=O)[CH2:10][CH2:11][CH2:12][C:13]1[CH:18]=[CH:17][C:16]([CH2:19][CH2:20][O:21][C:22]2[C:31]3[C:26](=[CH:27][CH:28]=[CH:29][CH:30]=3)[N:25]=[CH:24][N:23]=2)=[CH:15][CH:14]=1.CCCCC.C(OCC)(=O)C>C(OCC)C.ClCCl.[O-2].[Mn+4].[O-2]>[N:25]1[C:26]2[C:31](=[CH:30][CH:29]=[CH:28][CH:27]=2)[C:22]([O:21][CH2:20][CH2:19][C:16]2[CH:15]=[CH:14][C:13]([CH2:12][CH2:11][CH2:10][CH2:9][OH:8])=[CH:18][CH:17]=2)=[N:23][CH:24]=1 |f:0.1.2.3.4.5,7.8,11.12.13|. The yield is 45.3%. Procedure details: To a dry 15 mL flask was added lithium aluminum hydride (233 mg, 6.0 mmol) and anhydrous diethyl ether (3 mL). The mixture was cooled with an ice bath. A solution of Example 1C (538 mg, 1.54 mmol) in anhydrous diethyl ether (3 mL) was slowly added with vigorous stirring. The bath was removed and the slurry was stirred for 15 minutes. The reaction was quenched with water (0.233 mL), aqueous 15% sodium hydroxide (0.233 mL) and water (0.699 mL). The white solid was filtered and the filtrate was dri... Starting materials: CCCCC.C(C)(=O)OCC (pentane ethyl acetate), [H-].[Al+3].[Li+].[H-].[H-].[H-] (lithium aluminum hydride), COC(CCCC1=CC=C(C=C1)CCOC1=NC=NC2=CC=CC=C12)=O (4-{4-[2-(quinazolin-4-yloxy)ethyl]phenyl}butyric acid methyl ester). The solvent is ClCCl (dichloromethane), C(C)OCC (diethyl ether), C(C)OCC (diethyl ether).